describe an organic reaction: reactants, conditions, products, and yield From a dataset of the Open Reaction Database (ORD), a public repository of structured organic reaction records. The reactants are Brc1cnc2[nH]cc(I)c2c1, C1CCOC1, [H-], [Na+], Cc1ccc(S(=O)(=O)Cl)cc1. The product is Cc1ccc(S(=O)(=O)n2cc(I)c3cc(Br)cnc32)cc1. As a reaction SMILES: [Br:1][c:2]1[cH:3][c:4]2[c:5]([n:6][cH:7]1)[nH:8][cH:9][c:10]2[I:11].[CH2:25]1[O:26][CH2:27][CH2:28][CH2:29]1.[H-:13].[Na+:12].[c:14]1([CH3:24])[cH:15][cH:16][c:17]([S:20](=[O:21])(=[O:22])[Cl:23])[cH:18][cH:19]1>>[Br:1][c:2]1[cH:3][c:4]2[c:5]([n:6][cH:7]1)[n:8]([S:20]([c:17]1[cH:16][cH:15][c:14]([CH3:24])[cH:19][cH:18]1)(=[O:21])=[O:22])[cH:9][c:10]2[I:11].